Dataset: the Open Reaction Database (ORD), a public repository of structured organic reaction records. Task: describe an organic reaction: reactants, conditions, products, and yield The reactants are CCO, CNC, CN1CC(CCCl)Oc2cnccc2C1=S. The product is CN(C)CCC1CN(C)C(=S)c2ccncc2O1, Cl. RXN SMILES: [CH2:20]([OH:21])[CH3:22].[CH3:17][NH:18][CH3:19].[Cl:1][CH2:2][CH2:3][CH:4]1[O:5][c:6]2[c:7]([cH:13][cH:14][n:15][cH:16]2)[C:8](=[S:12])[N:9]([CH3:11])[CH2:10]1>>[CH2:2]([CH2:3][CH:4]1[O:5][c:6]2[c:7]([cH:13][cH:14][n:15][cH:16]2)[C:8](=[S:12])[N:9]([CH3:11])[CH2:10]1)[N:18]([CH3:17])[CH3:19].[ClH:1]. The reactants are CCCCCCCCC#Cc1ccc(CNc2ccc3c(c2)C(=O)OC(C)(C)O3)cc1, O=C(Cl)CCC1CCCC1. The product is CCCCCCCCC#Cc1ccc(CN(C(=O)CCC2CCCC2)c2ccc3c(c2)C(=O)OC(C)(C)O3)cc1. Reaction SMILES: [C:1](#[C:2][CH2:3][CH2:4][CH2:5][CH2:6][CH2:7][CH2:8][CH2:9][CH3:10])[c:11]1[cH:12][cH:13][c:14]([CH2:15][NH:16][c:17]2[cH:18][c:19]3[c:20]([cH:28][cH:29]2)[O:21][C:22]([CH3:26])([CH3:27])[O:23][C:24]3=[O:25])[cH:30][cH:31]1.[CH:32]1([CH2:37][CH2:38][C:39](=[O:40])[Cl:41])[CH2:33][CH2:34][CH2:35][CH2:36]1>>[C:1](#[C:2][CH2:3][CH2:4][CH2:5][CH2:6][CH2:7][CH2:8][CH2:9][CH3:10])[c:11]1[cH:12][cH:13][c:14]([CH2:15][N:16]([c:17]2[cH:18][c:19]3[c:20]([cH:28][cH:29]2)[O:21][C:22]([CH3:26])([CH3:27])[O:23][C:24]3=[O:25])[C:39]([CH2:38][CH2:37][CH:32]2[CH2:33][CH2:34][CH2:35][CH2:36]2)=[O:40])[cH:30][cH:31]1. The reactants are CCO, CCO[Si](CCl)(OCC)OCC, [Li+], [N-]=[N+]=[N-]. The product is CCO[Si](CN=[N+]=[N-])(OCC)OCC. RXN SMILES: [CH3:17][CH2:18][OH:19].[Cl:1][CH2:2][Si:3]([O:4][CH2:5][CH3:6])([O:7][CH2:8][CH3:9])[O:10][CH2:11][CH3:12].[Li+:16].[N-:13]=[N+:14]=[N-:15]>>[CH2:2]([Si:3]([O:4][CH2:5][CH3:6])([O:7][CH2:8][CH3:9])[O:10][CH2:11][CH3:12])[N:13]=[N+:14]=[N-:15]. Reaction SMILES: C[Si](C)(C)Cl.[CH3:6][C:7]([N+:13]([O-:15])=[O:14])([CH3:12])[CH2:8][CH2:9][CH2:10]O.[I-:16].[Na+]>C(#N)C>[I:16][CH2:10][CH2:9][CH2:8][C:7]([CH3:12])([N+:13]([O-:15])=[O:14])[CH3:6] |f:2.3|. Product: ICCCC(C)([N+](=O)[O-])C (1-iodo-4-methyl-4-nitro-pentane). Run in C(C)#N (acetonitrile). Procedure: 70 mL (0.544 mol) trimethylchlorosilane are added dropwise at ambient temperature to 40 g (0.272 mol) 4-methyl-4-nitro-pentan-1-ol and 81.5 g (0.544 mol) sodium iodide in 350 mL acetonitrile. The reaction mixture is filtered, evaporated down and combined with diethyl ether. The organic phase is washed with sodium bisulphite solution and water, dried and freed from the solvent. Yellow oil. Reactants: C[Si](Cl)(C)C (trimethylchlorosilane), CC(CCCO)(C)[N+](=O)[O-] (4-methyl-4-nitro-pentan-1-ol), [I-].[Na+] (sodium iodide). Starting materials: COC(C1=C(C=CC(=C1)S(NC)(=O)=O)O)=O (2-Hydroxy-5-methylsulfamoyl-benzoic acid methyl ester), C(C)O (ethanol). The product is C(C)OC1=C(C(=O)O)C=C(C=C1)S(NC)(=O)=O (2-Ethoxy-5-methylsulfamoyl-benzoic acid). Reaction SMILES: C[O:2][C:3](=[O:16])[C:4]1[CH:9]=[C:8]([S:10](=[O:14])(=[O:13])[NH:11][CH3:12])[CH:7]=[CH:6][C:5]=1[OH:15].[CH2:17](O)[CH3:18]>>[CH2:17]([O:15][C:5]1[CH:6]=[CH:7][C:8]([S:10](=[O:14])(=[O:13])[NH:11][CH3:12])=[CH:9][C:4]=1[C:3]([OH:2])=[O:16])[CH3:18]. Reported procedure: Prepared in analogy to Example B13(d-e) from 2-Hydroxy-5-methylsulfamoyl-benzoic acid methyl ester and ethanol. MS (m/e): 257.9 ([M−H]−, 100%) Starting materials: C(C)(C)(C)[Si](O[C@H]1C[C@@H]([C@H](C1)C#N)O)(C1=CC=CC=C1)C1=CC=CC=C1 ((1R,2S,4R)-4-(tert-butyl-diphenyl-silanyloxy)-2-hydroxy-cyclopentanecarbonitrile), CI (methyliodide). The reagents and catalysts are [Ag-]=O (silver(I) oxide). Reaction conditions: time 8 hour. Yields the product C(C)(C)(C)[Si](O[C@H]1C[C@@H]([C@H](C1)C#N)OC)(C1=CC=CC=C1)C1=CC=CC=C1 ((1R,2S,4R)-4-(tert-Butyl-diphenyl-silanyloxy)-2-methoxy-cyclopentanecarbonitrile). The yield is 73.1%. As a reaction SMILES: [C:1]([Si:5]([C:21]1[CH:26]=[CH:25][CH:24]=[CH:23][CH:22]=1)([C:15]1[CH:20]=[CH:19][CH:18]=[CH:17][CH:16]=1)[O:6][C@@H:7]1[CH2:11][C@H:10]([C:12]#[N:13])[C@@H:9]([OH:14])[CH2:8]1)([CH3:4])([CH3:3])[CH3:2].[CH3:27]I>[Ag-]=O>[C:1]([Si:5]([C:21]1[CH:22]=[CH:23][CH:24]=[CH:25][CH:26]=1)([C:15]1[CH:20]=[CH:19][CH:18]=[CH:17][CH:16]=1)[O:6][C@@H:7]1[CH2:11][C@H:10]([C:12]#[N:13])[C@@H:9]([O:14][CH3:27])[CH2:8]1)([CH3:4])([CH3:2])[CH3:3]. Reported procedure: A mixture of (1S,2R,4S) and (1R,2S,4R)-4-(tert-butyl-diphenyl-silanyloxy)-2-hydroxy-cyclopentanecarbonitrile (2 g, 5.47 mmol), methyliodide (15 ml; 246 mmol) and silver(I) oxide (2.54 g, 10.94 mmol) was stirred at room temperature overnight. The excess of methyliodide was removed under reduced pressure and the remaining residue was suspended in DCM and filtered through a pad of celite. The filtrate was evaporated and the remaining yellow gum was purified by silica gel column chromatography (hept... The reactants are COC1=CC2=C(CC(N(CC2)CCCCl)=O)C=C1OC (1-(7,8-dimethoxy-1,3,4,5-tetrahydro-2H-3-benzazepin-2-on-3-yl)-3-chloro-propane), CNC(CC1=CC(=C(C(=C1)Cl)N)Cl)C (N-methyl-N-[2-(4-amino-3,5-dichloro-phenyl)-1-methyl-ethyl]-amine). Product: Cl.COC1=CC2=C(CC(N(CC2)CCCN(C(CC2=CC(=C(C(=C2)Cl)N)Cl)C)C)=O)C=C1OC (1-[7,8-Dimethoxy-1,3,4,5-tetrahydro-2H-3-benzazepin-2-on-3-yl]-3[N-methyl-N-(1-methyl-2-{4-amino-3,5-dichlorophenyl}-ethyl)-amino]-propane hydrochloride). As a reaction SMILES: [CH3:1][O:2][C:3]1[C:18]([O:19][CH3:20])=[CH:17][C:6]2[CH2:7][C:8](=[O:16])[N:9]([CH2:12][CH2:13][CH2:14][Cl:15])[CH2:10][CH2:11][C:5]=2[CH:4]=1.[CH3:21][NH:22][CH:23]([CH3:34])[CH2:24][C:25]1[CH:30]=[C:29]([Cl:31])[C:28]([NH2:32])=[C:27]([Cl:33])[CH:26]=1>>[ClH:15].[CH3:1][O:2][C:3]1[C:18]([O:19][CH3:20])=[CH:17][C:6]2[CH2:7][C:8](=[O:16])[N:9]([CH2:12][CH2:13][CH2:14][N:22]([CH3:21])[CH:23]([CH3:34])[CH2:24][C:25]3[CH:26]=[C:27]([Cl:33])[C:28]([NH2:32])=[C:29]([Cl:31])[CH:30]=3)[CH2:10][CH2:11][C:5]=2[CH:4]=1 |f:2.3|. Reported procedure: This compound was prepared analogous to Example 5(b) from 1-(7,8-dimethoxy-1,3,4,5-tetrahydro-2H-3-benzazepin-2-on-3-yl)-3-chloro-propane and N-methyl-N-[2-(4-amino-3,5-dichloro-phenyl)-1-methyl-ethyl]-amine.